This data is from the Open Reaction Database (ORD), a public repository of structured organic reaction records. The task is: describe an organic reaction: reactants, conditions, products, and yield Reactants: C(C)(C)(C)OC(=O)N[C@@H](CC(=O)N1CC2=CC(=CC=C2CC1)[N+](=O)[O-])CC1=C(C=CC=C1)F (2-[(3R)-3-[(tert-Butoxycarbonyl)amino]-4-(2-fluorophenyl)butanoyl]-7-nitro-1,2,3,4-tetrahydroisoquinoline), [H][H] (hydrogen). Reagents/catalysts: [OH-].[OH-].[Pd+2] (palladium hydroxide on carbon). Run in CO (methanol). Conditions: time 8 hour. The product is NC1=CC=C2CCN(CC2=C1)C(C[C@@H](CC1=C(C=CC=C1)F)NC(=O)OC(C)(C)C)=O (7-Amino-2-[(3R)-3-[(tert-butoxycarbonyl)amino]-4-(2-fluorophenyl)butanoyl]-1,2,3,4-tetrahydroisoquinoline). Reaction SMILES: [C:1]([O:5][C:6]([NH:8][C@H:9]([CH2:26][C:27]1[CH:32]=[CH:31][CH:30]=[CH:29][C:28]=1[F:33])[CH2:10][C:11]([N:13]1[CH2:22][CH2:21][C:20]2[C:15](=[CH:16][C:17]([N+:23]([O-])=O)=[CH:18][CH:19]=2)[CH2:14]1)=[O:12])=[O:7])([CH3:4])([CH3:3])[CH3:2].[H][H]>CO.[OH-].[OH-].[Pd+2]>[NH2:23][C:17]1[CH:16]=[C:15]2[C:20]([CH2:21][CH2:22][N:13]([C:11](=[O:12])[CH2:10][C@H:9]([NH:8][C:6]([O:5][C:1]([CH3:3])([CH3:2])[CH3:4])=[O:7])[CH2:26][C:27]3[CH:32]=[CH:31][CH:30]=[CH:29][C:28]=3[F:33])[CH2:14]2)=[CH:19][CH:18]=1 |f:3.4.5|. Reported procedure: To the product (0.43 g) from Step A above in 4 mL of methanol was added 20% palladium hydroxide on carbon (Pearlman's catalyst, 0.04 g). The reaction was placed under a balloon of hydrogen and allowed to stir at room temperature overnight. The reaction flask was purged, the mixture was filtered and concentrated in vacuo. The residue was purified by flash chromatography (silica gel; 55% ethyl acetate/hexanes) to afford the title compound. LC/MS: 328 (M−100). Starting materials: CC[N+](CC)(CC)Cc1ccccc1, [Cl-], ClCCBr, [Na+], [OH-], O, N#CCc1ccc2ncccc2c1. The product is N#CC1(c2ccc3ncccc3c2)CC1. As a reaction SMILES: [CH2:21]([N+:22]([CH2:23][CH3:24])([CH2:25][CH3:26])[CH2:27][CH3:28])[c:29]1[cH:30][cH:31][cH:32][cH:33][cH:34]1.[Cl-:20].[Cl:3][CH2:4][CH2:5][Br:6].[Na+:2].[OH-:1].[OH2:35].[n:7]1[cH:8][cH:9][cH:10][c:11]2[cH:12][c:13]([CH2:17][C:18]#[N:19])[cH:14][cH:15][c:16]12>>[CH2:4]1[CH2:5][C:17]1([c:13]1[cH:12][c:11]2[cH:10][cH:9][cH:8][n:7][c:16]2[cH:15][cH:14]1)[C:18]#[N:19]. Reactants: N[C@@H](CC1=CC=CC=C1)C(=O)NCCN(C)C (L-Phe-NHCH2CH2NMe2), C(CC)NS(=O)(=O)C=1C=C2C(C(NC2=CC1)=O)=O (2,3-Dioxo-2,3-dihydro-1H-indole-5-sulfonic acid propylamide). Product: CN(CCNC([C@H](CC1=CC=CC=C1)NS(=O)(=O)C=1C=C2C(C(NC2=CC1)=O)=O)=O)C ((S)-N-(2-Dimethylamino-ethyl)-2-(2,3-dioxo-2,3-dihydro-1H-indole-5-sulfonylamino)-3-phenyl-propionamide). As a reaction SMILES: [NH2:1][C@H:2]([C:10]([NH:12][CH2:13][CH2:14][N:15]([CH3:17])[CH3:16])=[O:11])[CH2:3][C:4]1[CH:9]=[CH:8][CH:7]=[CH:6][CH:5]=1.C(N[S:22]([C:25]1[CH:26]=[C:27]2[C:31](=[CH:32][CH:33]=1)[NH:30][C:29](=[O:34])[C:28]2=[O:35])(=[O:24])=[O:23])CC>>[CH3:17][N:15]([CH3:16])[CH2:14][CH2:13][NH:12][C:10](=[O:11])[C@@H:2]([NH:1][S:22]([C:25]1[CH:26]=[C:27]2[C:31](=[CH:32][CH:33]=1)[NH:30][C:29](=[O:34])[C:28]2=[O:35])(=[O:23])=[O:24])[CH2:3][C:4]1[CH:9]=[CH:8][CH:7]=[CH:6][CH:5]=1. Procedure details: The title compound was prepared from L-Phe-NHCH2CH2NMe2 following the procedure for 2,3-Dioxo-2,3-dihydro-1H-indole-5-sulfonic acid propylamide. The reactants are Cl.C1(CCCC1)C(N)C1=CC(=C(C(=C1)C)N1N=CC(=C1)C(F)(F)F)C ((+/−)-cyclopentyl(3,5-dimethyl-4-(4-(trifluoromethyl)-1H-pyrazol-1-yl)phenyl)methanamine hydrochloride), C([O-])([O-])=O.[K+].[K+] (potassium carbonate), FC1=NC=C(C(=O)OC)C=C1 (methyl 6-fluoronicotinate). The solvent is O (water), CN(C=O)C (N,N-dimethylformamide). Run at temperature 85 celsius, time 15 hour. Product: C1(CCCC1)C(C1=CC(=C(C(=C1)C)N1N=CC(=C1)C(F)(F)F)C)NC1=NC=C(C(=O)OC)C=C1 (methyl (+/−)-6-((cyclopentyl(3,5-dimethyl-4-(4-(trifluoromethyl)-1H-pyrazol-1-yl)phenyl)methyl)amino)nicotinate). As a reaction SMILES: Cl.[CH:2]1([CH:7]([C:9]2[CH:14]=[C:13]([CH3:15])[C:12]([N:16]3[CH:20]=[C:19]([C:21]([F:24])([F:23])[F:22])[CH:18]=[N:17]3)=[C:11]([CH3:25])[CH:10]=2)[NH2:8])[CH2:6][CH2:5][CH2:4][CH2:3]1.C(=O)([O-])[O-].[K+].[K+].F[C:33]1[CH:42]=[CH:41][C:36]([C:37]([O:39][CH3:40])=[O:38])=[CH:35][N:34]=1>CN(C)C=O.O>[CH:2]1([CH:7]([NH:8][C:33]2[CH:42]=[CH:41][C:36]([C:37]([O:39][CH3:40])=[O:38])=[CH:35][N:34]=2)[C:9]2[CH:10]=[C:11]([CH3:25])[C:12]([N:16]3[CH:20]=[C:19]([C:21]([F:23])([F:24])[F:22])[CH:18]=[N:17]3)=[C:13]([CH3:15])[CH:14]=2)[CH2:6][CH2:5][CH2:4][CH2:3]1 |f:0.1,2.3.4|. Reported procedure: To a mixture of (+/−)-cyclopentyl(3,5-dimethyl-4-(4-(trifluoromethyl)-1H-pyrazol-1-yl)phenyl)methanamine hydrochloride (1.002 g, 2.680 mmol) and potassium carbonate (1.51 g, 10.7 mmol) in N,N-dimethylformamide (5.36 mL) was added methyl 6-fluoronicotinate (472 mg, 2.95 mmol). The reaction was heated to 85° C. After 15 h, the reaction was cooled to room temperature, diluted with water (50 mL), and extracted with ethyl acetate (3×50 mL). The combined organics were dried (Na2SO4) and filtered, and ...